This data is from the Open Reaction Database (ORD), a public repository of structured organic reaction records. The task is: describe an organic reaction: reactants, conditions, products, and yield Starting materials: C=CCN(CC=C)c1c([N+](=O)[O-])cc(C(=O)OCCC)cc1[N+](=O)[O-], CCCO, O=C(O)c1cc([N+](=O)[O-])c(Cl)c([N+](=O)[O-])c1, O, O=S(=O)(O)O. Yields the product CCCOC(=O)c1cc([N+](=O)[O-])c(Cl)c([N+](=O)[O-])c1. RXN SMILES: [CH2:1]([CH2:2][CH3:3])[O:4][C:5]([c:6]1[cH:7][c:8]([N+:22](=[O:23])[O-:24])[c:9]([N:15]([CH2:16][CH:17]=[CH2:18])[CH2:19][CH:20]=[CH2:21])[c:10]([N+:12](=[O:13])[O-:14])[cH:11]1)=[O:25].[CH2:42]([OH:43])[CH2:44][CH3:45].[Cl:26][c:27]1[c:28]([N+:29]([O-:30])=[O:31])[cH:32][c:33]([C:34]([OH:35])=[O:36])[cH:37][c:38]1[N+:39]([O-:40])=[O:41].[OH2:51].[S:46](=[O:47])(=[O:48])([OH:49])[OH:50]>>[CH2:1]([CH2:2][CH3:3])[O:4][C:5]([c:6]1[cH:7][c:8]([N+:22](=[O:23])[O-:24])[c:9]([Cl:26])[c:10]([N+:12](=[O:13])[O-:14])[cH:11]1)=[O:25]. Reactants: C(#N)C1=CC2=CC(=CC=C2C(=C1)C1=COC=C1)I (2-cyano-4-(3-furyl)-7-iodonaphthalene), C[Si](CCS)(C)C (2-(trimethylsilyl)ethane thiol), CC(C)([O-])C.[K+] (potassium tert-butoxide), tetrakis (triphenylphosphine)palladium. The solvent is CCO (EtOH). Reaction conditions: time 90 minute. Yields the product C(#N)C1=CC2=CC(=CC=C2C(=C1)C1=COC=C1)S (2-Cyano-4-(3-furyl)-7-mercaptonaphthalene). As a reaction SMILES: [C:1]([C:3]1[CH:12]=[C:11]([C:13]2[CH:17]=[CH:16][O:15][CH:14]=2)[C:10]2[C:5](=[CH:6][C:7](I)=[CH:8][CH:9]=2)[CH:4]=1)#[N:2].C[Si](C)(C)CC[SH:23].CC(C)([O-])C.[K+]>CCO>[C:1]([C:3]1[CH:12]=[C:11]([C:13]2[CH:17]=[CH:16][O:15][CH:14]=2)[C:10]2[C:5](=[CH:6][C:7]([SH:23])=[CH:8][CH:9]=2)[CH:4]=1)#[N:2] |f:2.3|. Procedure: A mixture of 2-cyano-4-(3-furyl)-7-iodonaphthalene (1 g), 2-(trimethylsilyl)ethane thiol (390 mg), potassium tert-butoxide (650 mg) and tetrakis (triphenylphosphine)palladium (100 mg) in EtOH (5 mL) was reluxed for 90 min. The solvent was evaporated and the residue partitioned between Et2O and H2O. The organic phase was dried (MgSO4) and concentrated and the residue was dissolved in DMF (24 mL). To this solution was added Bu4NF (7.7 mL of a 1M THF solution). After 30 min., 1N HCl was added follo... Reactants: [H][H] (hydrogen), NC(=O)[C@H]1NC[C@@H](C1)O ((2S,4R)-2-aminocarbonyl4-hydroxypyrrolidine), C=O (formaldehyde). The reagents and catalysts are [Pt]=O (platinum oxide). The solvent is C(C)(=O)O (acetic acid), O (water). Reaction conditions: time 1 hour. Yields the product CN1[C@@H](C[C@H](C1)O)C(=O)N ((2S,4R)-1-methyl-2-aminocarbonyl-4-hydroxypyrrolidine). RXN SMILES: [NH2:1][C:2]([C@@H:4]1[CH2:8][C@@H:7]([OH:9])[CH2:6][NH:5]1)=[O:3].[CH2:10]=O.[H][H]>C(O)(=O)C.O.[Pt]=O>[CH3:10][N:5]1[CH2:6][C@H:7]([OH:9])[CH2:8][C@H:4]1[C:2]([NH2:1])=[O:3]. Procedure details: To a solution of (2S,4R)-2-aminocarbonyl4-hydroxypyrrolidine (1.40 g) in acetic acid (12.4 ml) and water (6.8 ml), 37% aqueous formaldehyde solution (1.09 g) and platinum oxide (33 mg) were added, and the mixture was vigorously stirred at room temperature for 16 hours under an atmospheric pressure of hydrogen. The reaction mixture was filtered, followed by removal of the solvent. The residue was dissolved in isopropanol, and magnesium sulfate and potassium carbonate were added thereto. The resul... Reactants: CN(C=O)C (dimethyl formamide), BrC=1C=NC2=CC=CC=C2C1 (3-bromoquinoline), BrC=1C=NC2=CC=CC=C2C1 (3-bromoquinoline), C(C=C)(=O)OCC (ethyl acrylate), C([O-])(O)=O.[Na+] (sodium bicarbonate). Isolated yield 65.0%. RXN SMILES: Br[C:2]1[CH:3]=[N:4][C:5]2[C:10]([CH:11]=1)=[CH:9][CH:8]=[CH:7][CH:6]=2.[C:12]([O:16][CH2:17][CH3:18])(=[O:15])[CH:13]=[CH2:14].C(=O)(O)[O-].[Na+].CN(C)C=O>[Br-].C([N+](CCCC)(CCCC)CCCC)CCC.C([O-])(=O)C.[Pd+2].C([O-])(=O)C.C(OCC)(=O)C>[N:4]1[C:5]2[C:10](=[CH:9][CH:8]=[CH:7][CH:6]=2)[CH:11]=[C:2]([CH:14]=[CH:13][C:12]([O:16][CH2:17][CH3:18])=[O:15])[CH:3]=1 |f:2.3,5.6,7.8.9|. Reagents/catalysts: [Br-].C(CCC)[N+](CCCC)(CCCC)CCCC (tetrabutylammonium bromide), C(C)(=O)[O-].[Pd+2].C(C)(=O)[O-] (palladium(II) acetate). Product: N1=CC(=CC2=CC=CC=C12)C=CC(=O)OCC (ethyl 3-(3-quinolinyl)-2-propenoate). The solvent is C(C)(=O)OCC (ethyl acetate). Reaction conditions: temperature 90 celsius, time 30 minute. Procedure details: The 3-bromoquinoline (300 g, 1.44 mmol), ethyl acrylate (168 g, 1.68 mmol), palladium(II) acetate (32.3 g, 144 mmol), tetrabutylammonium bromide (478 g 1.44 mol), and sodium bicarbonate (483.9 g, 5.76 mol) were combined in a 5-L round-bottom flask with overhead stirring and 3 L dimethyl formamide (anhydrous). The reaction mixture was heated to 90° C. with heating mantle. After 30 minutes, 3-bromoquinoline was not detected by HPLC. The reaction was cooled to room temperature with an ice bath, and... The reactants are C(C)OC(C(C(C(=C)C(C)(C)C)O)NC=O)=O (2-formylamino-3-hydroxy-4-tert.-butyl-4-pentenoic acid ethyl ester), S(=O)(Br)Br (thionyl bromide), P(OC)(OC)OC (trimethyl phosphite). Yields the product C(C)OC(C(\C=C(\CP(=O)(OC)OC)/C(C)(C)C)NC=O)=O (E-2-formylamino-4-tert.-butyl-5-dimethylphosphono-3-pentenoic acid ethyl ester). RXN SMILES: [CH2:1]([O:3][C:4](=[O:17])[CH:5]([NH:14][CH:15]=[O:16])[CH:6](O)[C:7]([C:9]([CH3:12])([CH3:11])[CH3:10])=[CH2:8])[CH3:2].S(Br)(Br)=O.[P:22]([O:27]C)([O:25][CH3:26])[O:23][CH3:24]>>[CH2:1]([O:3][C:4](=[O:17])[CH:5]([NH:14][CH:15]=[O:16])/[CH:6]=[C:7](\[C:9]([CH3:12])([CH3:11])[CH3:10])/[CH2:8][P:22]([O:25][CH3:26])([O:23][CH3:24])=[O:27])[CH3:2]. Procedure details: The starting material is manufactured as follows: Reaction of 3,3-dimethyl-2-methylene-butanal with isocyanoacetic acid ethyl ester in amanner analogous to that described in Example 1 yields 5-(3,3-dimethylbuten-2-yl)-2-oxazoline-4-carboxylic acid ethyl ester, which is hydrolysed analogously to Example 17 to 2-formylamino-3-hydroxy-4-tert.-butyl-4-pentenoic acid ethyl ester. Subsequent reaction with thionyl bromide followed by treatment with trimethyl phosphite analogously to Example 1 yields E-... The reactants are COC1=C(C=C2CCCC(C2=C1)(C)C)C (7-methoxy-1,1,6-trimethyl-1,2,3,4-tetrahydronaphthalene), COC1=C(C=C2CCCC(C2=C1)(C)C)C (7-methoxy-1,1,6-trimethyl-1,2,3,4-tetrahydronaphthalene), CrO3, C(C)(=O)O (acetic acid), C(C)(=O)O (acetic acid). The solvent is O (water). Run at temperature 0 celsius, time 1 hour. Product: COC=1C=C2C(CCC(C2=CC1C)=O)(C)C (6-Methoxy-4,4,7-trimethyl-3,4-dihydro-2H-naphthalen-1-one). Isolated yield 72.0%. Reaction SMILES: [CH3:1][O:2][C:3]1[CH:12]=[C:11]2[C:6]([CH2:7][CH2:8][CH2:9][C:10]2([CH3:14])[CH3:13])=[CH:5][C:4]=1[CH3:15].C(O)(=[O:18])C>O>[CH3:1][O:2][C:3]1[CH:12]=[C:11]2[C:6](=[CH:5][C:4]=1[CH3:15])[C:7](=[O:18])[CH2:8][CH2:9][C:10]2([CH3:13])[CH3:14]. Procedure: To a solution of 7-methoxy-1,1,6-trimethyl-1,2,3,4-tetrahydronaphthalene (Compound 29, 14.7 g, 72.1 mmol) and 30 mL of glacial acetic acid at 0° C. was added a cold solution of CrO3 (14.5 g, 144.2 mmol) in 30 mL of glacial acetic acid and 15 mL of water. The resulting dark solution was stirred at 0° C. for 1 h, then quenched with NaOH 2N, extracted with diethyl ether, washed with brine, dried over MgSO4, and filtered. The solvent was removed to give 11.3 g (72%) of the title compound as a dark b... The reactants are S(=O)(=O)(O[O-])[O-].[K+].[K+] (potassium peroxymonosulphate), C1=C(C=CC2=CC=CC=C12)SC1=CC(=CC=C1)Br (3-bromophenyl 2-naphthyl sulphide), C(C)O (ethanol), O (water). Reaction conditions: temperature 0 celsius, time 5 hour. Product: C1=C(C=CC2=CC=CC=C12)S(=O)(=O)C1=CC(=CC=C1)Br (3-bromophenyl 2-naphthyl sulphone). Isolated yield 82.0%. As a reaction SMILES: S([O-])(O[O-])(=O)=[O:2].[K+].[K+].[CH:9]1[C:18]2[C:13](=[CH:14][CH:15]=[CH:16][CH:17]=2)[CH:12]=[CH:11][C:10]=1[S:19][C:20]1[CH:25]=[CH:24][CH:23]=[C:22]([Br:26])[CH:21]=1.C(O)C.[OH2:30]>>[CH:9]1[C:18]2[C:13](=[CH:14][CH:15]=[CH:16][CH:17]=2)[CH:12]=[CH:11][C:10]=1[S:19]([C:20]1[CH:25]=[CH:24][CH:23]=[C:22]([Br:26])[CH:21]=1)(=[O:2])=[O:30] |f:0.1.2|. Procedure: A solution of potassium peroxymonosulphate (17.7 g) in water (30 ml) was added to a mixture of 3-bromophenyl 2-naphthyl sulphide (3 g) and ethanol (30 ml) which had been cooled to 0° C. in an ice-bath. The mixture was stirred at ambient temperature for 18 hours and at 60° C. for 5 hours. The mixture was cooled to ambient temperature and partitioned between chloroform and water. The organic phase was dried (MgSO4) and evaporated to give 3-bromophenyl 2-naphthyl sulphone (2.7 g, 82%) as a solid wh... As a reaction SMILES: [N+:1]([C:4]1[CH:9]=[CH:8][C:7]([C:10]2[NH:11][CH2:12][CH2:13][CH2:14][N:15]=2)=[CH:6][CH:5]=1)([O-])=O.[ClH:16].C>C(O)C>[ClH:16].[ClH:16].[NH:15]1[CH2:14][CH2:13][CH2:12][N:11]=[C:10]1[C:7]1[CH:8]=[CH:9][C:4]([NH2:1])=[CH:5][CH:6]=1 |f:4.5.6|. Run in C(C)O (ethanol). Starting materials: [N+](=O)([O-])C1=CC=C(C=C1)C=1NCCCN1 (1,4,5,6-tetrahydro-2-(4-nitrophenyl)-pyrimidine), Cl (hydrochloric acid), C (charcoal). Reported procedure: A solution of the product of Stage (i) (20.5 g) in ethanol (150 ml) containing 2N hydrochloric acid (150 ml) was stirred in the presence of 10% palladised charcoal (2.0 g) under an atmosphere of hydrogen, until uptake ceased. The suspension was filtered through a pad of `hyflo`, the pad was washed with 50% aqueous ethanol (200 ml) and the combined filtrates evaporated under reduced pressure. Crystallisation of the residue from methanol-isopropyl acetate [1:1] (300 ml) gave the title compound as ... Yields the product Cl.Cl.N1C(=NCCC1)C1=CC=C(C=C1)N (4-(1,4,5,6-Tetrahydro-2-pyrimidinyl)benzenamine dihydrochloride). The reactants are CC(=O)Cl, ClCCl, C=C(C(=O)OC)C(C)O, c1ccncc1. Product: C=C(C(=O)OC)C(C)OC(C)=O. As a reaction SMILES: [CH3:16][C:17]([Cl:18])=[O:19].[Cl:20][CH2:21][Cl:22].[OH:1][CH:2]([CH3:3])[C:4]([C:5](=[O:6])[O:7][CH3:8])=[CH2:9].[cH:10]1[cH:11][cH:12][n:13][cH:14][cH:15]1>>[O:1]([CH:2]([CH3:3])[C:4]([C:5](=[O:6])[O:7][CH3:8])=[CH2:9])[C:17]([CH3:16])=[O:19]. The reactants are COC(=O)C1=NC=C(C=C1C=CC(=O)OC)C (3-(2-Methoxycarbonyl-vinyl)-5-methyl-pyridine-2-carboxylic acid methyl ester). Reagents/catalysts: [Pd] (Pd/C). The solvent is CO (MeOH). Product: COC(=O)C1=NC=C(C=C1CCC(=O)OC)C (3-(2-Methoxycarbonyl-ethyl)-5-methyl-pyridine-2-carboxylic acid methyl ester). The yield is 89.5%. RXN SMILES: [CH3:1][O:2][C:3]([C:5]1[C:10]([CH:11]=[CH:12][C:13]([O:15][CH3:16])=[O:14])=[CH:9][C:8]([CH3:17])=[CH:7][N:6]=1)=[O:4]>CO.[Pd]>[CH3:1][O:2][C:3]([C:5]1[C:10]([CH2:11][CH2:12][C:13]([O:15][CH3:16])=[O:14])=[CH:9][C:8]([CH3:17])=[CH:7][N:6]=1)=[O:4]. Reported procedure: 3-(2-Methoxycarbonyl-vinyl)-5-methyl-pyridine-2-carboxylic acid methyl ester (2.58 g, 10.97 mmol) was dissolved in MeOH (100 ml) and hydrogenated at rt with Pd/C (10%, Engelhard 4505, 1.20 g) and 1.0 bar H2 for 1 h. The reaction was filtered and the solvent was evaporated under reduced pressure. The residue was purified by chromatography on silica (hex to hex/EtOAc 2/3 in 40 min) to give the product as colorless oil (2.33 g, 90%). [1H-NMR (DMSO-d6, 600 MHz) δ 8.34 (s, 1H), 7.65 (s, 1H), 3.84 (s,...